Dataset: the Open Reaction Database (ORD), a public repository of structured organic reaction records. Task: describe an organic reaction: reactants, conditions, products, and yield Reactants: FC=1C=C(C=CC1)NC1=NC=C(C(=O)OCC)C(=C1)NCCC (ethyl 6-((3-fluorophenyl)amino)-4-(propylamino)nicotinate), Cl (hydrochloric acid). Run in C(C)O (ethanol), O1CCCC1 (tetrahydrofuran), [OH-].[Na+] (sodium hydroxide), [OH-].[Na+] (sodium hydroxide). Reaction conditions: temperature 50 celsius, time 1 hour. Yields the product FC=1C=C(C=CC1)NC1=NC=C(C(=O)O)C(=C1)NCCC (6-((3-fluorophenyl)amino)-4-(propylamino)nicotinic acid). Yield: 57.7%. RXN SMILES: [F:1][C:2]1[CH:3]=[C:4]([NH:8][C:9]2[CH:19]=[C:18]([NH:20][CH2:21][CH2:22][CH3:23])[C:12]([C:13]([O:15]CC)=[O:14])=[CH:11][N:10]=2)[CH:5]=[CH:6][CH:7]=1.Cl>C(O)C.O1CCCC1.[OH-].[Na+]>[F:1][C:2]1[CH:3]=[C:4]([NH:8][C:9]2[CH:19]=[C:18]([NH:20][CH2:21][CH2:22][CH3:23])[C:12]([C:13]([OH:15])=[O:14])=[CH:11][N:10]=2)[CH:5]=[CH:6][CH:7]=1 |f:4.5|. Procedure details: To a solution of ethyl 6-((3-fluorophenyl)amino)-4-(propylamino)nicotinate (S15, 247 mg) in ethanol (3 mL) and tetrahydrofuran (1.5 mL), 2.0 mol/L aqueous sodium hydroxide (0.78 mL) was added at room temperature, and the mixture was stirred at 50° C. for 1 hour. To the reaction mixture, 2.0 mol/L aqueous sodium hydroxide (0.39 mL) was added at 50° C., and the mixture was stirred at the same temperature for 3 hours. The reaction mixture was cooled to room temperature, and then 1.0 mol/L aqueous h... Reactants: C(CCC)(=O)C=1C(NC2=CC=C(C=C2C1Cl)COC(C1=CC=CC=C1)=O)=O (3-butyryl-4-chloro-6-benzoyloxymethylquinolone), NC=1C(=CC=CC1)C (o-toluidine). Run in O1CCOCC1 (1,4-dioxan). The product is C(C1=CC=CC=C1)(=O)OCC=1C=C2C=CC=NC2=CC1 (6-benzoyloxymethyl quinoline). Yield: 108.9%. Reaction SMILES: C([C:6]1[C:7](=O)[NH:8][C:9]2[C:14]([C:15]=1Cl)=[CH:13][C:12]([CH2:17][O:18][C:19](=[O:26])[C:20]1[CH:25]=[CH:24][CH:23]=[CH:22][CH:21]=1)=[CH:11][CH:10]=2)(=O)CCC.NC1C(C)=CC=CC=1>O1CCOCC1>[C:19]([O:18][CH2:17][C:12]1[CH:13]=[C:14]2[C:9](=[CH:10][CH:11]=1)[N:8]=[CH:7][CH:6]=[CH:15]2)(=[O:26])[C:20]1[CH:21]=[CH:22][CH:23]=[CH:24][CH:25]=1. Procedure: 3-butyryl-4-chloro-6-benzoyloxymethylquinolone (10 g, 30 mmol) and o-toluidine (3.7 ml, 35 mmol) were heated together under reflux in 1,4-dioxan (150 ml) for 1.5 hours. The solvent was evaporated and the residue dissolved in chloroform, washed with 2 M HCl, sodium hydrogen carbonate solution (x2) and brine, dried, filtered and evaporated to an oil which immediately crystallized to give 3-butyryl-4-2-methylphenylamino)-6-benzoyloxymethyl quinoline (8.6 g, 66%), m.p. 142° C.-4° C. Reactants: ClC=1C=C(C=CC1)CC(=O)O (3-chlorophenylacetic acid), CO (methanol). The reagents and catalysts are S(O)(O)(=O)=O (sulphuric acid). The product is ClC=1C=C(C=CC1)CC(=O)OC (Methyl 3-chlorophenylacetate). Reaction SMILES: [Cl:1][C:2]1[CH:3]=[C:4]([CH2:8][C:9]([OH:11])=[O:10])[CH:5]=[CH:6][CH:7]=1.[CH3:12]O>S(=O)(=O)(O)O>[Cl:1][C:2]1[CH:3]=[C:4]([CH2:8][C:9]([O:11][CH3:12])=[O:10])[CH:5]=[CH:6][CH:7]=1. Procedure: A solution of 3-chlorophenylacetic acid (10.0 g) in methanol (80 ml) containing 2 drops of concentrated sulphuric acid was heated at reflux for 3 hours. The reaction mixture was concentrated and partitioned between ethyl acetate (100 ml) and water (100 ml). The organic phase was dried over magnesium sulphate and evaporated to give the title compound (9.8 g) as a colourless oil. The reactants are OC1CC(CCC1)OCC1=C(C(=O)OC)C(=CC=C1)C (methyl 2-(3-hydroxycyclohexyloxymethyl)-6-methylbenzoate), FC(OC=1C=C(C=CC1)C=1OC(=C(N1)CI)C)(F)F (2-(3-trifluoromethoxyphenyl)-4-iodomethyl-5-methyloxazole). Yields the product FC(OC=1C=C(C=CC1)C=1OC(=C(N1)COC1CC(CCC1)OCC1=C(C(=O)O)C(=CC=C1)C)C)(F)F (2-{3-[2-(3-Trifluoromethoxyphenyl)-5-methyloxazol-4-ylmethoxy]cyclohexyloxymethyl}-6-methylbenzoic acid). RXN SMILES: [OH:1][CH:2]1[CH2:7][CH2:6][CH2:5][CH:4]([O:8][CH2:9][C:10]2[CH:19]=[CH:18][CH:17]=[C:16]([CH3:20])[C:11]=2[C:12]([O:14]C)=[O:13])[CH2:3]1.[F:21][C:22]([F:39])([F:38])[O:23][C:24]1[CH:25]=[C:26]([C:30]2[O:31][C:32]([CH3:37])=[C:33]([CH2:35]I)[N:34]=2)[CH:27]=[CH:28][CH:29]=1>>[F:39][C:22]([F:21])([F:38])[O:23][C:24]1[CH:25]=[C:26]([C:30]2[O:31][C:32]([CH3:37])=[C:33]([CH2:35][O:1][CH:2]3[CH2:7][CH2:6][CH2:5][CH:4]([O:8][CH2:9][C:10]4[CH:19]=[CH:18][CH:17]=[C:16]([CH3:20])[C:11]=4[C:12]([OH:14])=[O:13])[CH2:3]3)[N:34]=2)[CH:27]=[CH:28][CH:29]=1. Procedure details: Using methyl 2-(3-hydroxycyclohexyloxymethyl)-6-methylbenzoate and 2-(3-trifluoromethoxyphenyl)-4-iodomethyl-5-methyloxazole as starting materials in the procedure of Example XXXI, gave the product 64 of molecular weight 519.52 (C27H28F3NO6), MS(ESI): 520.20 (M+H+). Starting materials: CC(=O)OC(C)=O, CC(=O)O, COC1C(=O)N(C(C(=O)OCC(Cl)(Cl)Cl)=C(C)C)C1SSc1nc2ccccc2s1, c1ccc(P(c2ccccc2)c2ccccc2)cc1, c1ccncc1. Yields the product COC1C(=O)N(C(C(=O)OCC(Cl)(Cl)Cl)=C(C)C)C1SC(C)=O. Reaction SMILES: [CH3:56][C:57](=[O:58])[O:59][C:60](=[O:61])[CH3:62].[CH3:63][C:64](=[O:65])[OH:66].[Cl:1][C:2]([CH2:3][O:4][C:5]([C:6](=[C:7]([CH3:8])[CH3:9])[N:10]1[C:11](=[O:27])[CH:12]([O:25][CH3:26])[CH:13]1[S:14][S:15][c:16]1[s:17][c:18]2[cH:19][cH:20][cH:21][cH:22][c:23]2[n:24]1)=[O:28])([Cl:29])[Cl:30].[c:31]1([P:32]([c:33]2[cH:34][cH:35][cH:36][cH:37][cH:38]2)[c:39]2[cH:40][cH:41][cH:42][cH:43][cH:44]2)[cH:45][cH:46][cH:47][cH:48][cH:49]1.[cH:50]1[cH:51][cH:52][n:53][cH:54][cH:55]1>>[Cl:1][C:2]([CH2:3][O:4][C:5]([C:6](=[C:7]([CH3:8])[CH3:9])[N:10]1[C:11](=[O:27])[CH:12]([O:25][CH3:26])[CH:13]1[S:14][C:57]([CH3:56])=[O:58])=[O:28])([Cl:29])[Cl:30].